Dataset: the Open Reaction Database (ORD), a public repository of structured organic reaction records. Task: describe an organic reaction: reactants, conditions, products, and yield Reaction SMILES: [Br:1][c:2]1[cH:3][c:4]([CH3:23])[c:5](-[c:7]2[c:8]([CH3:22])[n:9][c:10]3[n:11]2[n:12][c:13]([CH3:21])[cH:14][c:15]3[CH:16]([CH2:17][CH3:18])[CH2:19][CH3:20])[s:6]1.[CH2:120]1[O:121][CH2:122][CH2:123][CH2:124]1.[CH2:24]([Sn:25]([CH2:26][CH2:27][CH2:28][CH3:35])([c:29]1[n:30][cH:31][cH:32][cH:33][n:34]1)[CH2:36][CH2:37][CH2:38][CH3:39])[CH2:40][CH2:41][CH3:42].[N:43]#[N:44].[O:102]=[C:103]([CH:104]=[CH:105][c:106]1[cH:107][cH:108][cH:109][cH:110][cH:111]1)[CH:112]=[CH:113][c:114]1[cH:115][cH:116][cH:117][cH:118][cH:119]1.[O:66]=[C:67]([CH:68]=[CH:69][c:70]1[cH:71][cH:72][cH:73][cH:74][cH:75]1)[CH:76]=[CH:77][c:78]1[cH:79][cH:80][cH:81][cH:82][cH:83]1.[O:84]=[C:85]([CH:86]=[CH:87][c:88]1[cH:89][cH:90][cH:91][cH:92][cH:93]1)[CH:94]=[CH:95][c:96]1[cH:97][cH:98][cH:99][cH:100][cH:101]1.[Pd:64].[Pd:65].[cH:45]1[cH:46][cH:47][c:48]([As:49]([c:50]2[cH:51][cH:52][cH:53][cH:54][cH:55]2)[c:56]2[cH:57][cH:58][cH:59][cH:60][cH:61]2)[cH:62][cH:63]1>>[c:2]1(-[c:29]2[n:30][cH:31][cH:32][cH:33][n:34]2)[cH:3][c:4]([CH3:23])[c:5](-[c:7]2[c:8]([CH3:22])[n:9][c:10]3[n:11]2[n:12][c:13]([CH3:21])[cH:14][c:15]3[CH:16]([CH2:17][CH3:18])[CH2:19][CH3:20])[s:6]1. The product is CCC(CC)c1cc(C)nn2c(-c3sc(-c4ncccn4)cc3C)c(C)nc12. Starting materials: CCC(CC)c1cc(C)nn2c(-c3sc(Br)cc3C)c(C)nc12, C1CCOC1, CCCC[Sn](CCCC)(CCCC)c1ncccn1, N#N, O=C(C=Cc1ccccc1)C=Cc1ccccc1, O=C(C=Cc1ccccc1)C=Cc1ccccc1, O=C(C=Cc1ccccc1)C=Cc1ccccc1, [Pd], [Pd], c1ccc([As](c2ccccc2)c2ccccc2)cc1. RXN SMILES: [I:1][CH3:2].[F:3][C:4]1[CH:9]=[C:8]([N:10]2[CH:14]=[N:13][C:12]([CH3:15])=[N:11]2)[C:7]([O:16][CH3:17])=[CH:6][C:5]=1[NH:18][C:19]([NH2:21])=[S:20]>C(O)C>[IH:1].[F:3][C:4]1[CH:9]=[C:8]([N:10]2[CH:14]=[N:13][C:12]([CH3:15])=[N:11]2)[C:7]([O:16][CH3:17])=[CH:6][C:5]=1[NH:18][C:19]([S:20][CH3:2])=[NH:21] |f:3.4|. Run in C(C)O (ethanol). Reactants: ( 5 ), IC (Iodomethane), FC1=C(C=C(C(=C1)N1N=C(N=C1)C)OC)NC(=S)N (1-(2-fluoro-5-methoxy-4-(3-methyl-1H-1,2,4-triazol-1-yl)phenyl)thiourea). Conditions: temperature 70 celsius. Isolated yield 105.1%. Product: I.FC1=C(C=C(C(=C1)N1N=C(N=C1)C)OC)NC(=N)SC (methyl 2-fluoro-5-methoxy-4-(3-methyl-1H-1,2,4-triazol-1-yl)phenylcarbamimidothioate, hydroiodide). Reported procedure: Step B (5): Iodomethane (0.184 mL, 2.95 mmol) was added to a solution of 1-(2-fluoro-5-methoxy-4-(3-methyl-1H-1,2,4-triazol-1-yl)phenyl)thiourea (664 mg, 2.36 mmol) in absolute ethanol (100 mL). The resulting mixture was heated at 70° C. for 3 h. After cooling to rt, the reaction was concentrated in vacuo. The residual volatiles were removed under high vacuum to afford methyl 2-fluoro-5-methoxy-4-(3-methyl-1H-1,2,4-triazol-1-yl)phenylcarbamimidothioate, hydroiodide (1.05 g, 105% yield) as a whit... Reactants: Cl (HCl), C(CC)C1=C(O)C=CC=C1O (2-Propyl resorcinol), IC (iodomethane), C(=O)([O-])[O-].[K+].[K+] (K2CO3). Run in CN(C)C=O (DMF). Reaction conditions: time 10 minute. Product: COC=1C(=C(C=CC1)O)CCC (3-methoxy-2-propylphenol). Yield: 4.0%. As a reaction SMILES: [CH2:1]([C:4]1[C:10]([OH:11])=[CH:9][CH:8]=[CH:7][C:5]=1[OH:6])[CH2:2][CH3:3].[C:12]([O-])([O-])=O.[K+].[K+].IC.Cl>CN(C=O)C>[CH3:12][O:11][C:10]1[C:4]([CH2:1][CH2:2][CH3:3])=[C:5]([OH:6])[CH:7]=[CH:8][CH:9]=1 |f:1.2.3|. Procedure: 2-Propyl resorcinol (1.50 g, 9.86 mmol) was dissolved in DMF (anhydrous, 20 mL) and K2CO3 (681 mg, 4.93 mmol) was added. After stirring for 10 min at rt, iodomethane (0.92 mL, 14.8 mmol) was added and the reaction mixture was stirred for 6 h at 60° C. After cooling to rt, the reaction mixture was acidified with HCl (1 N aqueous solution) and concentrated under reduced pressure. Water was added and the aqueous phase was extracted with EtOAc (2×). The combined organic phases were dried over Na2SO4... Reactants: NC1=C(C=CC=C1C(C1=CC=C(C=C1)Cl)=O)CC(=O)O (2-amino-3-(p-chlorobenzoyl)phenylacetic acid), [OH-].[Na+] (sodium hydroxide). The solvent is O (water). Product: O.NC1=C(C=CC=C1C(C1=CC=C(C=C1)Cl)=O)CC(=O)[O-].[Na+] (Sodium 2-amino-3-(4-chlorobenzoyl)phenylacetate Hydrate). RXN SMILES: [NH2:1][C:2]1[C:7]([C:8](=[O:16])[C:9]2[CH:14]=[CH:13][C:12]([Cl:15])=[CH:11][CH:10]=2)=[CH:6][CH:5]=[CH:4][C:3]=1[CH2:17][C:18]([OH:20])=[O:19].[OH-].[Na+:22]>O>[OH2:16].[NH2:1][C:2]1[C:7]([C:8](=[O:16])[C:9]2[CH:14]=[CH:13][C:12]([Cl:15])=[CH:11][CH:10]=2)=[CH:6][CH:5]=[CH:4][C:3]=1[CH2:17][C:18]([O-:20])=[O:19].[Na+:22] |f:1.2,4.5.6|. Procedure: A mixture of 3.5 g. (0.0125 mole) of 2-amino-3-(p-chlorobenzoyl)phenylacetic acid in a water solution containing 0.5 g. of sodium hydroxide (0.125 mole) was refluxed 45 minutes, cooled and filtered. The filtrate was concentrated to an oily consistency and poured into a large volume of acetone. A yellow precipitate separated which was collected and identified by nuclear magnetic resonance spectrum as the desired product. The product (2.6 g.) 67%) melted at 265° C. (dec.) after crystallization fro... Reactants: CCOC(=O)C(=O)OCC, CC[O-], CC(=O)C(C)C, CCO, [Na+]. Product: CCOC(=O)C(=O)C=C(O)C(C)C. As a reaction SMILES: [C:7]([C:8](=[O:9])[O:10][CH2:11][CH3:12])(=[O:13])[O:14][CH2:15][CH3:16].[CH3:18][CH2:19][O-:20].[CH3:1][CH:2]([C:3]([CH3:4])=[O:5])[CH3:6].[CH3:21][CH2:22][OH:23].[Na+:17]>>[CH3:1][CH:2]([C:3](=[CH:4][C:7]([C:8](=[O:9])[O:10][CH2:11][CH3:12])=[O:13])[OH:5])[CH3:6]. Solvent: CO (methanol). Procedure: This was prepared from the product of step (a) above (2.68 g) using the procedure of example 3(d) (Method I). The sub-title compound (2.55 g) was obtained as plates from methanol mp 305°-307°. Product: FC1=C(C=CC(=C1)CCNCCCCCCNCCC1=CC=CC=C1)O (2-Fluoro-4-[2-[6-(2-phenylethylamino)hexylamino]ethyl]phenol). Starting materials: FC=1C=C(C=CC1OC)CCNC(CCCCC(=O)NCCC1=CC=CC=C1)=O (N-[2-[3-Fluoro-4-methoxyphenyl]ethyl]N'-(2-phenylethyl)hexanediamide). RXN SMILES: [F:1][C:2]1[CH:3]=[C:4]([CH2:10][CH2:11][NH:12][C:13](=O)[CH2:14][CH2:15][CH2:16][CH2:17][C:18]([NH:20][CH2:21][CH2:22][C:23]2[CH:28]=[CH:27][CH:26]=[CH:25][CH:24]=2)=O)[CH:5]=[CH:6][C:7]=1[O:8]C>CO>[F:1][C:2]1[CH:3]=[C:4]([CH2:10][CH2:11][NH:12][CH2:13][CH2:14][CH2:15][CH2:16][CH2:17][CH2:18][NH:20][CH2:21][CH2:22][C:23]2[CH:24]=[CH:25][CH:26]=[CH:27][CH:28]=2)[CH:5]=[CH:6][C:7]=1[OH:8]. Reactants: COC1=C(C=C(C=C1)[N+](=O)[O-])O (2-methoxy-5-nitro-phenol), BrCC(OCC)OCC (2-bromo-1,1-diethoxy-ethane), C([O-])([O-])=O.[Cs+].[Cs+] (cesium carbonate), solution, [OH-].[Na+] (sodium hydroxide). Solvent: CN(C=O)C (N,N-dimethylformamide). Conditions: temperature 100 celsius, time 4 hour. Yields the product C(C)OC(COC1=C(C=CC(=C1)[N+](=O)[O-])OC)OCC (2-(2,2-Diethoxy-ethoxy)-1-methoxy-4-nitro-benzene). As a reaction SMILES: [CH3:1][O:2][C:3]1[CH:8]=[CH:7][C:6]([N+:9]([O-:11])=[O:10])=[CH:5][C:4]=1[OH:12].Br[CH2:14][CH:15]([O:19][CH2:20][CH3:21])[O:16][CH2:17][CH3:18].C(=O)([O-])[O-].[Cs+].[Cs+].[OH-].[Na+]>CN(C)C=O>[CH2:17]([O:16][CH:15]([O:19][CH2:20][CH3:21])[CH2:14][O:12][C:4]1[CH:5]=[C:6]([N+:9]([O-:11])=[O:10])[CH:7]=[CH:8][C:3]=1[O:2][CH3:1])[CH3:18] |f:2.3.4,5.6|. Procedure: A suspension of 7.50 g 2-methoxy-5-nitro-phenol, 9.61 g 2-bromo-1,1-diethoxy-ethane and 15.89 g cesium carbonate in 75 ml N,N-dimethylformamide was stirred at 100° C. for 4 hours. After cooling to room temperature the reaction mixture was treated with an aqueous 1% solution of sodium hydroxide and extracted twice with ethyl acetate. The organic layer was dried over anhydrous sodium sulfate. After filtration and concentration of the solvent under reduced pressure the residue was dissolved in a mi...